This data is from the Open Reaction Database (ORD), a public repository of structured organic reaction records. The task is: describe an organic reaction: reactants, conditions, products, and yield Starting materials: N#Cc1cc(F)ccc1Br, Cc1ccccc1, N#N, Cc1ccc([Sn](C)(C)C)cc1, c1ccc(P(c2ccccc2)(c2ccccc2)[Pd](P(c2ccccc2)(c2ccccc2)c2ccccc2)(P(c2ccccc2)(c2ccccc2)c2ccccc2)P(c2ccccc2)(c2ccccc2)c2ccccc2)cc1. RXN SMILES: [Br:14][c:15]1[c:16]([C:17]#[N:18])[cH:19][c:20]([F:23])[cH:21][cH:22]1.[CH3:24][c:25]1[cH:26][cH:27][cH:28][cH:29][cH:30]1.[N:12]#[N:13].[c:1]1([CH3:11])[cH:2][cH:3][c:4]([Sn:7]([CH3:8])([CH3:9])[CH3:10])[cH:5][cH:6]1.[cH:31]1[cH:32][cH:33][c:34]([P:35]([Pd:36]([P:37]([c:38]2[cH:39][cH:40][cH:41][cH:42][cH:43]2)([c:44]2[cH:45][cH:46][cH:47][cH:48][cH:49]2)[c:50]2[cH:51][cH:52][cH:53][cH:54][cH:55]2)([P:56]([c:57]2[cH:58][cH:59][cH:60][cH:61][cH:62]2)([c:63]2[cH:64][cH:65][cH:66][cH:67][cH:68]2)[c:69]2[cH:70][cH:71][cH:72][cH:73][cH:74]2)[P:75]([c:76]2[cH:77][cH:78][cH:79][cH:80][cH:81]2)([c:82]2[cH:83][cH:84][cH:85][cH:86][cH:87]2)[c:88]2[cH:89][cH:90][cH:91][cH:92][cH:93]2)([c:94]2[cH:95][cH:96][cH:97][cH:98][cH:99]2)[c:100]2[cH:101][cH:102][cH:103][cH:104][cH:105]2)[cH:106][cH:107]1>>[c:1]1([CH3:11])[cH:2][cH:3][c:4](-[c:15]2[c:16]([C:17]#[N:18])[cH:19][c:20]([F:23])[cH:21][cH:22]2)[cH:5][cH:6]1. The product is Cc1ccc(-c2ccc(F)cc2C#N)cc1.